This data is from the Open Reaction Database (ORD), a public repository of structured organic reaction records. The task is: describe an organic reaction: reactants, conditions, products, and yield Starting materials: C(CCC)OC(C(=C(C1=CC=C(C=C1)OC)C)C#N)=O (a-cyano-β-methyl-4-methoxy cinnamic acid butyl ester), C(C)OC(C(=C(C1=CC=CC=C1)C1=CC=CC=C1)C#N)=O (a-cyano-β-phenyl cinnamic acid ethyl ester), C(CCCCC(C)C)OC(C(=C(C1=CC=CC=C1)C1=CC=CC=C1)C#N)=O (a-cyano-β-phenyl cinnamic acid isooctyl ester). The product is COC(C(=C(C1=CC=C(C=C1)OC)C)C#N)=O (a-cyano-β-methyl-4-methoxy cinnamic acid methyl ester). As a reaction SMILES: [CH2:1]([O:5][C:6](=[O:20])[C:7]([C:18]#[N:19])=[C:8]([CH3:17])[C:9]1[CH:14]=[CH:13][C:12]([O:15][CH3:16])=[CH:11][CH:10]=1)CCC.C(OC(=O)C(C#N)=C(C1C=CC=CC=1)C1C=CC=CC=1)C.C(OC(=O)C(C#N)=C(C1C=CC=CC=1)C1C=CC=CC=1)CCCCC(C)C>>[CH3:1][O:5][C:6](=[O:20])[C:7]([C:18]#[N:19])=[C:8]([CH3:17])[C:9]1[CH:14]=[CH:13][C:12]([O:15][CH3:16])=[CH:11][CH:10]=1. Reported procedure: a-cyano-β-methyl-4-methoxy cinnamic acid butyl ester; a-cyano-β-phenyl cinnamic acid ethyl ester; a-cyano-β-phenyl cinnamic acid isooctyl ester; and the like. Reactants: FC1=CC=C2C(=NNC2=C1)C1CCN(CC1)C (6-fluoro-3-(1-methyl-4-piperidinyl)-1H-indazole), ClC1=CC=C(C(=O)Cl)C=C1 (4-chlorobenzoyl chloride). Run in CCOCC (ether). Conditions: temperature 100 celsius. The product is Cl.ClC1=CC=C(C(=O)N2N=C(C3=CC=C(C=C23)F)C2CCN(CC2)C)C=C1 (1-(4-Chlorobenzoyl)-6-fluoro-3-(1-methyl-4-piperidinyl)-1H-indazole hydrochloride). As a reaction SMILES: [F:1][C:2]1[CH:10]=[C:9]2[C:5]([C:6]([CH:11]3[CH2:16][CH2:15][N:14]([CH3:17])[CH2:13][CH2:12]3)=[N:7][NH:8]2)=[CH:4][CH:3]=1.[Cl:18][C:19]1[CH:27]=[CH:26][C:22]([C:23](Cl)=[O:24])=[CH:21][CH:20]=1>CCOCC>[ClH:18].[Cl:18][C:19]1[CH:27]=[CH:26][C:22]([C:23]([N:8]2[C:9]3[C:5](=[CH:4][CH:3]=[C:2]([F:1])[CH:10]=3)[C:6]([CH:11]3[CH2:16][CH2:15][N:14]([CH3:17])[CH2:13][CH2:12]3)=[N:7]2)=[O:24])=[CH:21][CH:20]=1 |f:3.4|. Procedure: A mixture of 2.0 g of 6-fluoro-3-(1-methyl-4-piperidinyl)-1H-indazole and 5 ml of 4-chlorobenzoyl chloride was heated at 100° C. in a steam bath for 2 hrs. After cooling, ether was added and the solid was collected. The solid was combined with a 2.5 g sample from another experiment and recrystallized twice from ethanol-ether to yield 4.7 g (56%, calculated on the combination of both experiments) of product, mp 258°-260° C.